From a dataset of the Open Reaction Database (ORD), a public repository of structured organic reaction records. describe an organic reaction: reactants, conditions, products, and yield The reactants are BrC=1C(=C(C2=CC=CC=C2C1OC)OC)/C=C(/C(=O)O)\C ((E)-3-(3-bromo-1,4-dimethoxynaphthalen-2-yl)-2-methylpropenoic acid), [N+](=O)(O)[O-] (HNO3). Reagents/catalysts: [Ag]=O (Silver (II) oxide), CC(=O)O (AcOH). Run at time 1 hour. Isolated yield 45.8%. Run in C(C)(=O)OCC (ethyl acetate). The product is BrC1=C(C(C2=CC=CC=C2C1=O)=O)/C=C(/C(=O)O)\C ((E)-3-(3-bromo-1,4-naphthoquinon-2-yl)-2-methylpropenoic acid). As a reaction SMILES: [Br:1][C:2]1[C:3](/[CH:16]=[C:17](\[CH3:21])/[C:18]([OH:20])=[O:19])=[C:4]([O:14]C)[C:5]2[C:10]([C:11]=1[O:12]C)=[CH:9][CH:8]=[CH:7][CH:6]=2.[N+]([O-])(O)=O>C(OCC)(=O)C.CC(O)=O.[Ag]=O>[Br:1][C:2]1[C:11](=[O:12])[C:10]2[C:5](=[CH:6][CH:7]=[CH:8][CH:9]=2)[C:4](=[O:14])[C:3]=1/[CH:16]=[C:17](\[CH3:21])/[C:18]([OH:20])=[O:19]. Reported procedure: Following a modified procedure of Shinkawa et al. and Flader et al.,16,22 the acid 99e (0.291 g, 0.829 mmol) was dissolved in ethyl acetate (10.0 mL) at room temperature, then HNO3 (1.0 mL) and AcOH (6 drops) are added at room temperature. Silver (II) oxide (0.379 g, 3.05 mmol) was then added and the reaction was stirred vigorously at room temperature for 1 hour before being filtered through a pasture pipette and cotton plug, washing the solid with ethyl acetate, and then washing the organic lay... RXN SMILES: [CH2:2]=[C:3]1[C:4](=[O:10])[CH:5]2[CH2:6][CH2:7][CH:8]1[CH2:9]2.[CH3:14][CH2:15][O:16][CH2:17][CH3:18].[CH4:13].[Cl-:1].[I-:11].[I-:12].[Zn:19]>>[CH2:2]1[C:3]2([C:4](=[O:10])[CH:5]3[CH2:6][CH2:7][CH:8]2[CH2:9]3)[CH2:13]1. Reactants: C=C1C(=O)C2CCC1C2, CCOCC, C, [Cl-], [I-], [I-], [Zn]. Yields the product O=C1C2CCC(C2)C12CC2. Starting materials: CCCC[N+](CCCC)(CCCC)CCCC, Cc1ccccc1, Fc1ccc(CBr)cc1, [K+], Nc1c2c(nc3ccccc13)CCCC2=O, O=S(=O)([O-])[O-], [OH-]. Product: O=C1CCCc2nc3ccccc3c(NCc3ccc(F)cc3)c21. Reaction SMILES: [CH3:19][CH2:20][CH2:21][CH2:22][N+:23]([CH2:24][CH2:25][CH2:26][CH3:27])([CH2:28][CH2:29][CH2:30][CH3:31])[CH2:32][CH2:33][CH2:34][CH3:35].[CH3:45][c:46]1[cH:47][cH:48][cH:49][cH:50][cH:51]1.[F:36][c:37]1[cH:38][cH:39][c:40]([CH2:41][Br:42])[cH:43][cH:44]1.[K+:2].[NH2:3][c:4]1[c:5]2[cH:6][cH:7][cH:8][cH:9][c:10]2[n:11][c:12]2[c:17]1[C:16](=[O:18])[CH2:15][CH2:14][CH2:13]2.[O-:52][S:53](=[O:54])(=[O:55])[O-:56].[OH-:1]>>[NH:3]([c:4]1[c:5]2[cH:6][cH:7][cH:8][cH:9][c:10]2[n:11][c:12]2[c:17]1[C:16](=[O:18])[CH2:15][CH2:14][CH2:13]2)[CH2:41][c:40]1[cH:39][cH:38][c:37]([F:36])[cH:44][cH:43]1. Reactants: OBO, CC(C)(C)OC(=O)NCC(O)(c1ccc(Cl)cc1)c1ccc(I)cc1, CC1(C)OB(c2cn[nH]c2)OC1(C)C, CCO, CO, Cc1ccccc1, [K+], [K+], [K+], O, O=P([O-])([O-])[O-], c1cn[nH]c1. Yields the product CC(C)(C)OC(=O)NCC(O)(c1ccc(Cl)cc1)c1ccc(-c2cn[nH]c2)cc1. RXN SMILES: [BH:48]([OH:49])[OH:50].[C:1]([CH3:2])([CH3:3])([CH3:4])[O:5][C:6]([NH:7][CH2:8][C:9]([c:10]1[cH:11][cH:12][c:13]([I:16])[cH:14][cH:15]1)([OH:17])[c:18]1[cH:19][cH:20][c:21]([Cl:24])[cH:22][cH:23]1)=[O:25].[CH3:26][C:27]1([CH3:28])[C:29]([CH3:30])([CH3:31])[O:32][B:33]([c:34]2[cH:35][n:36][nH:37][cH:38]2)[O:39]1.[CH3:56][CH2:57][OH:58].[CH3:59][OH:60].[CH3:61][c:62]1[cH:63][cH:64][cH:65][cH:66][cH:67]1.[K+:45].[K+:46].[K+:47].[OH2:68].[P:40]([O-:41])([O-:42])([O-:43])=[O:44].[nH:51]1[cH:52][cH:53][cH:54][n:55]1>>[C:1]([CH3:2])([CH3:3])([CH3:4])[O:5][C:6]([NH:7][CH2:8][C:9]([c:10]1[cH:11][cH:12][c:13](-[c:34]2[cH:35][n:36][nH:37][cH:38]2)[cH:14][cH:15]1)([OH:17])[c:18]1[cH:19][cH:20][c:21]([Cl:24])[cH:22][cH:23]1)=[O:25]. Reactants: C(C)C(C(=O)OCC)(C(=O)[O-])CC (monoethyl diethylmalonate), O=S(Cl)Cl (SOCl2), C(C)NCC (diethylamine). Solvent: C1=CC=CC=C1 (benzene), C1=CC=CC=C1 (benzene). Conditions: time 18 hour. The product is C(C)N(C(=O)C(C(=O)OCC)(CC)CC)CC (Ethyl 2-{N,N-Diethylcarbamoyl)-2-ethylbutyrate). Reaction SMILES: [CH2:1]([C:3]([CH2:12][CH3:13])([C:9]([O-:11])=O)[C:4]([O:6][CH2:7][CH3:8])=[O:5])[CH3:2].O=S(Cl)Cl.[CH2:18]([NH:20][CH2:21][CH3:22])[CH3:19]>C1C=CC=CC=1>[CH2:18]([N:20]([CH2:21][CH3:22])[C:9]([C:3]([CH2:1][CH3:2])([CH2:12][CH3:13])[C:4]([O:6][CH2:7][CH3:8])=[O:5])=[O:11])[CH3:19]. Reported procedure: To a solution of monoethyl diethylmalonate (28 g. 0.15 mole) in dry benzene (300 ml.) is added SOCl2 (15 ml., 0.21 mole) at 26°-28° in 2 min, with mechanical stirring. The reaction solution is gradually heated to 78° over 25 min, then is heated an additional 45 min at 85°-90° . The mixture is concentrated to dryness under reduced pressure, benzene (100 ml.) is added, and the mixture is again concentrated to dryness. The resultant oily residue dissolved in benzene (200 ml.) is treated dropwise wi... Starting materials: O1C(=NC=C1)COC=1N=CC(=NC1)C(=O)OC (methyl 5-(oxazol-2-ylmethoxy)pyrazine-2-carboxylate), [OH-].[Na+] (sodium hydroxide), solution, Cl (HCl), solution. Solvent: O1CCOCC1 (1,4-dioxane), O1CCOCC1 (1,4-dioxane). Conditions: time 16 hour. Product: O1C(=NC=C1)COC=1N=CC(=NC1)C(=O)O (5-(Oxazol-2-ylmethoxy)pyrazine-2-carboxylic acid). RXN SMILES: [O:1]1[CH:5]=[CH:4][N:3]=[C:2]1[CH2:6][O:7][C:8]1[N:9]=[CH:10][C:11]([C:14]([O:16]C)=[O:15])=[N:12][CH:13]=1.[OH-].[Na+].Cl>O1CCOCC1>[O:1]1[CH:5]=[CH:4][N:3]=[C:2]1[CH2:6][O:7][C:8]1[N:9]=[CH:10][C:11]([C:14]([OH:16])=[O:15])=[N:12][CH:13]=1 |f:1.2|. Procedure details: To a solution of methyl 5-(oxazol-2-ylmethoxy)pyrazine-2-carboxylate (0.761 g, 3.23 mmol) in 1,4-dioxane (16.17 mL) was added sodium hydroxide 1.0N solution (3.23 ml, 3.23 mmol) to stir at room temperature for 16 h. Then HCl, 4.0M solution in 1,4-dioxane (1.617 ml, 6.47 mmol,) was added to stir for 10 min. The reaction mixture was concentrated in vacuo. MS m/z=221.9 [M+H]+. Calculated for C9H7N3O4: 221.044 Starting materials: O=C(CC(=O)OC)C (methyl 3-oxobutanoate), C1(=CC=CC=C1)C#C (phenylacetylene), [ReBr(CO)3(THF)]2. The solvent is C1(=CC=CC=C1)C (toluene), C(Cl)Cl (DCM). Reaction conditions: temperature 50 celsius, time 18 hour. Yields the product C(C)(=O)C(C(=O)OC)C(=C)C1=CC=CC=C1 (methyl 2-acetyl-3-phenylbut-3-enoate). The yield is 83.3%. As a reaction SMILES: [O:1]=[C:2]([CH3:8])[CH2:3][C:4]([O:6][CH3:7])=[O:5].[C:9]1([C:15]#[CH:16])[CH:14]=[CH:13][CH:12]=[CH:11][CH:10]=1>C1(C)C=CC=CC=1.C(Cl)Cl>[C:2]([CH:3]([C:15]([C:9]1[CH:14]=[CH:13][CH:12]=[CH:11][CH:10]=1)=[CH2:16])[C:4]([O:6][CH3:7])=[O:5])(=[O:1])[CH3:8]. Procedure details: A suspension of 3.2 g (27.5 mmol) of methyl 3-oxobutanoate, 5.6 g (55.0 mmol) of phenylacetylene and 700 mg (0.8 mmol) of *[ReBr(CO)3(THF)]2 in 55 mL of anhydrous toluene is stirred for 18 hours at 50° C. After cooling to room temperature, the medium is concentrated under reduced pressure. The residue obtained is taken up in 100 mL of DCM, washed successively with water (100 mL) and brine (100 mL), dried over Na2SO4 and then concentrated under reduced pressure and purified by chromatography on a...